The task is: describe an organic reaction: reactants, conditions, products, and yield. This data is from the Open Reaction Database (ORD), a public repository of structured organic reaction records. The reactants are C([O-])([O-])=O.[Ca+2] (calcium carbonate), CC(=O)C (acetone), O (water), S(=O)=O (sulfur dioxide). Product: O.OC(C)(C)S(=O)(=O)[O-].[Ca+2].OC(C)(C)S(=O)(=O)[O-] (calcium 2-hydroxy-2-propanesulfonate monohydrate). Reaction SMILES: C(=O)([O-])[O-:2].[Ca+2:5].[OH2:6].[S:7](=[O:9])=[O:8].[CH3:10][C:11]([CH3:13])=[O:12]>>[OH2:2].[OH:12][C:11]([S:7]([O-:6])(=[O:9])=[O:8])([CH3:13])[CH3:10].[Ca+2:5].[OH:12][C:11]([S:7]([O-:2])(=[O:9])=[O:8])([CH3:13])[CH3:10] |f:0.1,5.6.7.8|. Procedure: Pure calcium 2-hydroxy-2-propanesulfonate monohydrate was prepared by reacting 40 g of calcium carbonate with 114 g of water, 86 g of acetone and excess sulfur dioxide for 3 hours at 25° C. The reaction mixture was filtered, and the white solids washed with 50 ml of acetone, then with ether, then air dried for 30 minutes and chemically analyzed. Calculated for Ca[(CH3)2C(OH)SO3 ]2 ·H2O: Ca 11.9 percent, C 21.4 percent, H 4.8 percent, S 19.1 percent; observed: Ca 12.2 percent, C 21.0 percent, H 4...